From a dataset of the Open Reaction Database (ORD), a public repository of structured organic reaction records. describe an organic reaction: reactants, conditions, products, and yield Reactants: C(C)N(C1=CC(=C(C=C1)N=NC1=C(C=C(C=C1)[N+](=O)[O-])OC)NC(C)=O)CCO (N-ethyl-N-hydroxyethyl-3-acetylamino-4-(2-methoxy-4-nitrophenylazo)aniline), C1(=CC=CC=C1)S(=O)(=O)Cl (benzenesulfonyl chloride), Cl (hydrochloric acid). Run in N1=CC=CC=C1 (pyridine). Conditions: time 2 hour. Product: C(C)N(C1=CC(=C(C=C1)N=NC1=C(C=C(C=C1)[N+](=O)[O-])OC)NC(C)=O)CCOS(=O)(=O)C1=CC=CC=C1 (N-ethyl-N-benzenesulfonyloxyethyl-3-acetylamino-4-(2-methoxy-4-nitrophenylazo) aniline). Isolated yield 44.0%. RXN SMILES: [CH2:1]([N:3]([CH2:27][CH2:28][OH:29])[C:4]1[CH:9]=[CH:8][C:7]([N:10]=[N:11][C:12]2[CH:17]=[CH:16][C:15]([N+:18]([O-:20])=[O:19])=[CH:14][C:13]=2[O:21][CH3:22])=[C:6]([NH:23][C:24](=[O:26])[CH3:25])[CH:5]=1)[CH3:2].[C:30]1([S:36](Cl)(=[O:38])=[O:37])[CH:35]=[CH:34][CH:33]=[CH:32][CH:31]=1.Cl>N1C=CC=CC=1>[CH2:1]([N:3]([CH2:27][CH2:28][O:29][S:36]([C:30]1[CH:35]=[CH:34][CH:33]=[CH:32][CH:31]=1)(=[O:38])=[O:37])[C:4]1[CH:9]=[CH:8][C:7]([N:10]=[N:11][C:12]2[CH:17]=[CH:16][C:15]([N+:18]([O-:20])=[O:19])=[CH:14][C:13]=2[O:21][CH3:22])=[C:6]([NH:23][C:24](=[O:26])[CH3:25])[CH:5]=1)[CH3:2]. Reported procedure: To a mixture composed of 16 g of Compound [1-g] and 70 ml of pyridine was added dropwise 13 g of benzenesulfonyl chloride under cooling with ice. The mixture was stirred at a temperature range between 10° C. and 15° C. for 2 hours and then the reaction solution was poured into cold diluted hydrochloric acid. The precipitate thus deposited was collected by filtration, washed with water and recrystallized from acetonitrile to obtain 9.5 g of Compound [1-h]. Starting materials: CC(C)(C)OC(=O)NC1CCC(N)CC1, O=C(O)c1c[nH]c2c(-c3c(OCC4CC4)ccc4c3OCO4)ncnc12. RXN SMILES: [C:27]([CH3:28])([CH3:29])([CH3:30])[O:31][C:32]([NH:33][CH:34]1[CH2:35][CH2:36][CH:37]([NH2:40])[CH2:38][CH2:39]1)=[O:41].[CH:1]1([CH2:4][O:5][c:6]2[c:7](-[c:15]3[c:16]4[c:17]([n:18][cH:19][n:20]3)[c:21]([C:24](=[O:25])[OH:26])[cH:22][nH:23]4)[c:8]3[c:9]([cH:13][cH:14]2)[O:10][CH2:11][O:12]3)[CH2:2][CH2:3]1>>[CH:1]1([CH2:4][O:5][c:6]2[c:7](-[c:15]3[c:16]4[c:17]([n:18][cH:19][n:20]3)[c:21]([C:24](=[O:25])[NH:40][CH:37]3[CH2:36][CH2:35][CH:34]([NH:33][C:32]([O:31][C:27]([CH3:28])([CH3:29])[CH3:30])=[O:41])[CH2:39][CH2:38]3)[cH:22][nH:23]4)[c:8]3[c:9]([cH:13][cH:14]2)[O:10][CH2:11][O:12]3)[CH2:2][CH2:3]1. Yields the product CC(C)(C)OC(=O)NC1CCC(NC(=O)c2c[nH]c3c(-c4c(OCC5CC5)ccc5c4OCO5)ncnc23)CC1. Starting materials: N (Ammonia), C(C)OC(=O)C=1C2=C(C(=NC1)Cl)C(=CS2)COC2=CC(=CC=C2)C=2N=NN(N2)C (4-chloro-3-[3-(2-methyl-2H-tetrazol-5-yl)-phenoxymethyl]-thieno[3,2-c]pyridine-7-carboxylic acid ethyl ester). The solvent is CC(C)O (2-propanol). Reaction conditions: temperature 140 celsius. Yields the product C(C)OC(=O)C=1C2=C(C(=NC1)N)C(=CS2)COC2=CC(=CC=C2)C=2N=NN(N2)C (4-amino-3-[3-(2-methyl-2H-tetrazol-5-yl)-phenoxymethyl]-thieno[3,2-c]pyridine-7-carboxylic acid ethyl ester). RXN SMILES: [NH3:1].[CH2:2]([O:4][C:5]([C:7]1[C:8]2[S:16][CH:15]=[C:14]([CH2:17][O:18][C:19]3[CH:24]=[CH:23][CH:22]=[C:21]([C:25]4[N:26]=[N:27][N:28]([CH3:30])[N:29]=4)[CH:20]=3)[C:9]=2[C:10](Cl)=[N:11][CH:12]=1)=[O:6])[CH3:3]>CC(O)C>[CH2:2]([O:4][C:5]([C:7]1[C:8]2[S:16][CH:15]=[C:14]([CH2:17][O:18][C:19]3[CH:24]=[CH:23][CH:22]=[C:21]([C:25]4[N:26]=[N:27][N:28]([CH3:30])[N:29]=4)[CH:20]=3)[C:9]=2[C:10]([NH2:1])=[N:11][CH:12]=1)=[O:6])[CH3:3]. Procedure: Ammonia gas was bubbled into a solution of 4-chloro-3-[3-(2-methyl-2H-tetrazol-5-yl)-phenoxymethyl]-thieno[3,2-c]pyridine-7-carboxylic acid ethyl ester (0.15 g, 0.35 mmol) (from Example 31 supra) in 2-propanol (15 mL) for 20 minutes. The mixture was heated in a microwave reactor at 140° C. for 2 hours. The reaction mixture was concentrated. The residue washed with hot methanol, filtered and dried to give 4-amino-3-[3-(2-methyl-2H-tetrazol-5-yl)-phenoxymethyl]-thieno[3,2-c]pyridine-7-carboxylic a...